From a dataset of the Open Reaction Database (ORD), a public repository of structured organic reaction records. describe an organic reaction: reactants, conditions, products, and yield Starting materials: BrC1=CC=C(C=C1)OC(F)(F)F (1-bromo-4-(trifluoromethoxy)benzene), CN(C)B(N(C)C)N(C)C (tris(dimethylamino)borane), CC(C)([O-])C.[Na+] (sodium t-butoxide), tris(dibenzylideneacetone)dipallidium. The reagents and catalysts are C1(=C(C=CC=C1)P)C (o-tolylphosphine). Run in O (water), C1(=CC=CC=C1)C (toluene). Product: CN(C1=CC=C(C=C1)OC(F)(F)F)C (1-Dimethylamino-4-(trifluoromethoxy)benzene). The yield is 29.3%. As a reaction SMILES: Br[C:2]1[CH:7]=[CH:6][C:5]([O:8][C:9]([F:12])([F:11])[F:10])=[CH:4][CH:3]=1.[CH3:13][N:14](B(N(C)C)N(C)C)[CH3:15].CC(C)([O-])C.[Na+]>C1(C)C=CC=CC=1.O.C1(C)C=CC=CC=1P>[CH3:13][N:14]([CH3:15])[C:2]1[CH:7]=[CH:6][C:5]([O:8][C:9]([F:12])([F:11])[F:10])=[CH:4][CH:3]=1 |f:2.3|. Reported procedure: A mixture of 1-bromo-4-(trifluoromethoxy)benzene (2.41 g), tris(dimethylamino)borane (1.43 g), sodium t-butoxide (1.34 g), tris(dibenzylideneacetone)dipallidium (18 mg), and o-tolylphosphine (12 mg) in toluene (30 ml) was heated under reflux for 4 h. The mixture was cooled, diluted with water (30 mL) and extracted with ethyl acetate (3×10 mL). The combined organic fractions were washed with brine, dried (MgSO4) and the solvent was evaporated under reduced pressure. The residue was purified by ch... Reactants: CN(C)[S+](N(C)C)N(C)C, C[Si-](C)(C)(F)F, CC#N, FC(=C(C(F)(F)F)C(F)(F)F)C(F)(F)C(F)(F)F. The product is CN(C)[S+](N(C)C)N(C)C, FC(F)(F)[C-](C(F)(F)F)C(F)(F)C(F)(F)C(F)(F)F. Reaction SMILES: [CH3:19][N:20]([S+:21]([N:22]([CH3:23])[CH3:24])[N:25]([CH3:26])[CH3:27])[CH3:28].[CH3:29][Si-:30]([CH3:31])([F:32])([F:33])[CH3:34].[CH3:35][C:36]#[N:37].[F:1][C:2]([C:3](=[C:4]([C:5]([C:6]([F:7])([F:8])[F:9])([F:10])[F:11])[F:12])[C:13]([F:14])([F:15])[F:16])([F:17])[F:18]>>[CH3:19][N:20]([S+:21]([N:22]([CH3:23])[CH3:24])[N:25]([CH3:26])[CH3:27])[CH3:28].[F:1][C:2]([C-:3]([C:4]([C:5]([C:6]([F:7])([F:8])[F:9])([F:10])[F:11])([F:12])[F:32])[C:13]([F:14])([F:15])[F:16])([F:17])[F:18]. Starting materials: [Cl-].[Al+3].[Cl-].[Cl-] (aluminum chloride), Cl (hydrochloric acid), C(C1=CC=CC=C1)(=O)Cl (benzoyl chloride), CN1C(=CC=C1)CC#N (1-methylpyrrole-2-acetonitrile). Solvent: C(Cl)Cl (methylene chloride), C(Cl)Cl (methylene chloride). Run at temperature 0 celsius. Product: C(C1=CC=CC=C1)(=O)C1=CC=C(N1C)CC#N (5-benzoyl-1-methylpyrrole-2-acetonitrile). RXN SMILES: [Cl-].[Al+3].[Cl-].[Cl-].[C:5](Cl)(=[O:12])[C:6]1[CH:11]=[CH:10][CH:9]=[CH:8][CH:7]=1.[CH3:14][N:15]1[CH:19]=[CH:18][CH:17]=[C:16]1[CH2:20][C:21]#[N:22].Cl>C(Cl)Cl>[C:5]([C:19]1[N:15]([CH3:14])[C:16]([CH2:20][C:21]#[N:22])=[CH:17][CH:18]=1)(=[O:12])[C:6]1[CH:11]=[CH:10][CH:9]=[CH:8][CH:7]=1 |f:0.1.2.3|. Reported procedure: To a chilled suspension of 9.7 g. (0.07 mole) of aluminum chloride in 45 ml. methylene chloride is added 9 ml. (0.07 mole) benzoyl chloride. The resulting solution is added dropwise to a solution of 1-methylpyrrole-2-acetonitrile in 30 ml. methylene chloride while cooling externally with an ammonium chloride ice bath (temperature below 5° C.). After the addition is complete, the reaction mixture is stirred at 0° C. for fifteen minutes and then poured into ice acidified with 3N hydrochloric acid.... Starting materials: ice, COC1=C(C(=C(C(=C1C)OC)OC)C)/C=C(/C(=O)OCC)\CCCCCC=1C=NC=CC1 (Ethyl (E)-3-(2,4,5-trimethoxy-3,6-dimethylphenyl)-2-[5-(3-pyridyl)pentyl]-2-propenoate), aqueous solution, [OH-].[Na+] (sodium hydroxide), Cl (hydrochloric acid). Solvent: C(C)O (ethanol). Product: COC1=C(C(=C(C(=C1C)OC)OC)C)/C=C(/C(=O)O)\CCCCCC=1C=NC=CC1 ((E)- 3-(2,4,5-Trimethoxy-3,6-dimethylphenyl)-2-[5-(3-pyridyl)pentyl]-2-propenoic acid). The yield is 98.6%. Reaction SMILES: [CH3:1][O:2][C:3]1[C:8]([CH3:9])=[C:7]([O:10][CH3:11])[C:6]([O:12][CH3:13])=[C:5]([CH3:14])[C:4]=1/[CH:15]=[C:16](\[CH2:22][CH2:23][CH2:24][CH2:25][CH2:26][C:27]1[CH:28]=[N:29][CH:30]=[CH:31][CH:32]=1)/[C:17]([O:19]CC)=[O:18].[OH-].[Na+].Cl>C(O)C>[CH3:1][O:2][C:3]1[C:8]([CH3:9])=[C:7]([O:10][CH3:11])[C:6]([O:12][CH3:13])=[C:5]([CH3:14])[C:4]=1/[CH:15]=[C:16](\[CH2:22][CH2:23][CH2:24][CH2:25][CH2:26][C:27]1[CH:28]=[N:29][CH:30]=[CH:31][CH:32]=1)/[C:17]([OH:19])=[O:18] |f:1.2|. Procedure details: 177 g (0.39 mol) of the ester prepared in Example 1 was dissolved in 500 ml of ethanol, followed by the addition of 100 ml of an aqueous solution of 78 g of sodium hydroxide. The obtained mixture was heated under reflux for one hour, followed by the addition of 1 l of ice. The obtained mixture was neutralized with 6N hydrochloric acid. The resulting mixture was extracted with 1 l of ethyl acetate twice. The organic layer was washed with an aqueous solution of sodium chloride, dried over magnesiu... The reactants are C1(CC1)C=1N=CN(C1)C=1C=CC(=C(C(=O)OC(C)C)C1)F (isopropyl 5-(4-cyclopropyl-1H-imidazol-1-yl)-2-fluorobenzoate). The solvent is Cl (hydrochloric acid). The product is C1(CC1)C=1N=CN(C1)C=1C=CC(=C(C(=O)O)C1)F (5-(4-cyclopropyl-1H-imidazol-1-yl)-2-fluorobenzoic acid), hydrochloride salt. Isolated yield 100.0%. As a reaction SMILES: [CH:1]1([C:4]2[N:5]=[CH:6][N:7]([C:9]3[CH:10]=[CH:11][C:12]([F:21])=[C:13]([CH:20]=3)[C:14]([O:16]C(C)C)=[O:15])[CH:8]=2)[CH2:3][CH2:2]1>Cl>[CH:1]1([C:4]2[N:5]=[CH:6][N:7]([C:9]3[CH:10]=[CH:11][C:12]([F:21])=[C:13]([CH:20]=3)[C:14]([OH:16])=[O:15])[CH:8]=2)[CH2:2][CH2:3]1. Procedure: A solution of isopropyl 5-(4-cyclopropyl-1H-imidazol-1-yl)-2-fluorobenzoate (0.306 g, 1.06 mmol) in 2N hydrochloric acid (10 ml) was heated to 100° C. for 10 hours. The solvent was removed under reduced pressure to afford 5-(4-cyclopropyl-1H-imidazol-1-yl)-2-fluorobenzoic acid as the hydrochloride salt, as a brown powder. (0.260 g, 1.06 mmol). 100% yield. 247 (M+1).